From a dataset of the Open Reaction Database (ORD), a public repository of structured organic reaction records. describe an organic reaction: reactants, conditions, products, and yield Starting materials: C(=O)(C(F)(F)F)O (TFA), CC1(OCC(O1)COC1=NN(C2=NC=CC(=C21)N2CCN(CC2)C(=O)OC(C)(C)C)CC2=CC=C(C=C2)OC)C (tert-butyl 4-(3-((2,2-dimethyl-1,3-dioxolan-4-yl)methoxy)-1-(4-methoxybenzyl)-1H-pyrazolo[3,4-b]pyridin-4-yl)piperazine-1-carboxylate), C(Cl)Cl (DCM). Reaction conditions: time 2 hour. Yields the product Cl.Cl.N1(CCNCC1)C1=C2C(=NC=C1)NN=C2OCC(CO)O (3-(4-(piperazin-1-yl)-1H-pyrazolo[3,4-b]pyridin-3-yloxy)propane-1,2-diol dihydrochloride). Yield: 70.0%. As a reaction SMILES: C(O)(C(F)(F)F)=O.CC1(C)[O:13][CH:12]([CH2:14][O:15][C:16]2[C:24]3[C:19](=[N:20][CH:21]=[CH:22][C:23]=3[N:25]3[CH2:30][CH2:29][N:28](C(OC(C)(C)C)=O)[CH2:27][CH2:26]3)[N:18](CC3C=CC(OC)=CC=3)[N:17]=2)[CH2:11][O:10]1.C(Cl)[Cl:49]>>[ClH:49].[ClH:49].[N:25]1([C:23]2[CH:22]=[CH:21][N:20]=[C:19]3[NH:18][N:17]=[C:16]([O:15][CH2:14][CH:12]([OH:13])[CH2:11][OH:10])[C:24]=23)[CH2:30][CH2:29][NH:28][CH2:27][CH2:26]1 |f:3.4.5|. Procedure details: TFA (1 mL) was added to tert-butyl 4-(3-((2,2-dimethyl-1,3-dioxolan-4-yl)methoxy)-1-(4-methoxybenzyl)-1H-pyrazolo[3,4-b]pyridin-4-yl)piperazine-1-carboxylate (0.068 g, 0.123 mmol) in DCM (1 mL) and stirred at room temperature for 2 hours. The reaction was then concentrated to dryness and dried under vacuum for 1 hour. TFA (2 mL) was added, and the mixture was heated at 100° C. in a sealed tube for 20 hours. The reaction was concentrated to dryness. The resulting residue was dissolved in DCM (1 m... Reactants: ClCC=1SC=CC1 (2-chloromethylthiophene), C1(=CC=CC=C1)C (PhMe), CN1CCCN(C1=O)C (DMPU), [Li+].CC(C)[N-]C(C)C (LDA), solution, CS(=O)(=O)C1=CC=C(C=C1)CC(=O)O ((4-methanesulfonylphenyl)acetic acid). Run in C1CCOC1 (THF), C1CCOC1 (THF), CCCCCCC.C1CCOC1.C1(=CC=CC=C1)CC (n-C7H16 THF PhEt), C1CCOC1 (THF), C1CCOC1 (THF). Run at temperature 20 celsius, time 1 hour. Product: CS(=O)(=O)C1=CC=C(C=C1)C(C(=O)O)CC=1SC=CC1 (2-(4-Methanesulfonylphenyl)-3-thiophen-2-ylpropionic acid). Reaction SMILES: CN1C(=O)N(C)CCC1.[Li+].CC([N-]C(C)C)C.[CH3:18][S:19]([C:22]1[CH:27]=[CH:26][C:25]([CH2:28][C:29]([OH:31])=[O:30])=[CH:24][CH:23]=1)(=[O:21])=[O:20].Cl[CH2:33][C:34]1[S:35][CH:36]=[CH:37][CH:38]=1.C1(C)C=CC=CC=1>CCCCCCC.C1COCC1.C1(CC)C=CC=CC=1.C1COCC1>[CH3:18][S:19]([C:22]1[CH:23]=[CH:24][C:25]([CH:28]([CH2:33][C:34]2[S:35][CH:36]=[CH:37][CH:38]=2)[C:29]([OH:31])=[O:30])=[CH:26][CH:27]=1)(=[O:20])=[O:21] |f:1.2,6.7.8|. Reported procedure: DMPU (50 mL, 413 mmol) was added to a solution of LDA (65 mL of a 1.8M solution in n-C7H16-THF-PhEt, 117 mmol) in anhydrous THF (250 mL) at −78° C. The mixture was stirred for 1 h to generate a cream precipitate. A solution of (4-methanesulfonylphenyl)acetic acid (12.00 g, 56 mmol) in anhydrous THF (120 mL) was added over 20 min. More anhydrous THF (30 mL) was added, then the thick yellow slurry was stirred for 1 h. The mixture was treated with a solution of 2-chloromethylthiophene (7.50 g, 57 m... The reactants are COC1=CC=C2C(=CC=NC2=C1)C(=O)OC (methyl 7-methoxyquinoline-4-carboxylate). Solvent: C(Cl)Cl (CH2Cl2), B(Br)(Br)Br (BBr3). Run at time 4 day. Yields the product OC1=CC=C2C(=CC=NC2=C1)C(=O)O (7-hydroxyquinoline-4-carboxylic acid). Reaction SMILES: C[O:2][C:3]1[CH:12]=[C:11]2[C:6]([C:7]([C:13]([O:15]C)=[O:14])=[CH:8][CH:9]=[N:10]2)=[CH:5][CH:4]=1>C(Cl)Cl.B(Br)(Br)Br>[OH:2][C:3]1[CH:12]=[C:11]2[C:6]([C:7]([C:13]([OH:15])=[O:14])=[CH:8][CH:9]=[N:10]2)=[CH:5][CH:4]=1. Procedure details: To a cooled (0° C.) solution of methyl 7-methoxyquinoline-4-carboxylate (378 mg, 1.74 mmol) in CH2Cl2, BBr3 (9 mL, excess) was added and the reaction mixture stirred and warmed to RT. After 4 days, the mixture was poured into ice and the yellow solid collected as the title compound. Reactants: [Br-], COC1(C#N)CCC(OCc2ccccc2)CC1, CC[Mg+], CCO, Cc1ccccc1. The product is CCC(N)C1(OC)CCC(OCc2ccccc2)CC1. Reaction SMILES: [Br-:19].[CH2:1]([c:2]1[cH:3][cH:4][cH:5][cH:6][cH:7]1)[O:8][CH:9]1[CH2:10][CH2:11][C:12]([C:15]#[N:16])([O:17][CH3:18])[CH2:13][CH2:14]1.[CH2:20]([CH3:21])[Mg+:22].[CH3:23][CH2:24][OH:25].[CH3:26][c:27]1[cH:28][cH:29][cH:30][cH:31][cH:32]1>>[CH2:1]([c:2]1[cH:3][cH:4][cH:5][cH:6][cH:7]1)[O:8][CH:9]1[CH2:10][CH2:11][C:12]([CH:15]([NH2:16])[CH2:20][CH3:21])([O:17][CH3:18])[CH2:13][CH2:14]1.